Dataset: the Open Reaction Database (ORD), a public repository of structured organic reaction records. Task: describe an organic reaction: reactants, conditions, products, and yield Starting materials: BrC=1C=CC=2N(C3=CC=C(C=C3C2C1)Br)CCCCCC (3,6-dibromo-9-hexyl-9H-carbazole), CN1C(=CC=C1)[Sn](CCCC)(CCCC)CCCC (1-methyl-2-(tributylstannyl)-1H-pyrrole). The product is CN1C(=CC=C1)C=1C=C2C=3C=C(C=CC3N(C2=CC1)CCCCCC)Br (N-methyl-2-(3-bromo-9-hexyl-9H-carbazol-6-yl)pyrrole). Reaction SMILES: [Br:1][C:2]1[CH:3]=[CH:4][C:5]2[N:6]([CH2:16][CH2:17][CH2:18][CH2:19][CH2:20][CH3:21])C3C([C:13]=2[CH:14]=1)=CC(Br)=CC=3.[CH3:22][N:23]1[CH:27]=[CH:26][CH:25]=[C:24]1[Sn](CCCC)(CCCC)CCCC>>[CH3:22][N:23]1[CH:27]=[CH:26][CH:25]=[C:24]1[C:2]1[CH:14]=[C:13]2[C:5](=[CH:4][CH:3]=1)[N:6]([CH2:16][CH2:17][CH2:18][CH2:19][CH2:20][CH3:21])[C:5]1[CH:4]=[CH:3][C:2]([Br:1])=[CH:14][C:13]2=1. Reported procedure: As shown in scheme 3, 3,6-dibromo-9-hexyl-9H-carbazole (31) is reacted with 1-methyl-2-(tributylstannyl)-1H-pyrrole by Stille coupling reaction to obtain N-methyl-2-(3-bromo-9-hexyl-9H-carbazol-6-yl)pyrrole (32). Then, in the presence of sodium tert-butoxide, Pd(dba)2, and tri-tert-butyl phosphine, N-methyl-2-(3-bromo-9-hexyl-9H-carbazol-6-yl)pyrrole (32) is reacted with diphenylamine to obtain N-methyl-2-(3-diphenylamino-9-hexyl-9H-carbazol-6-yl)pyrrole (33). n-butyl lithium is reacted with N-m... Reactants: BrC=1C=C(C=CC1)C1=NN2C(C=CC=C2NC2CCCC2)=C1C1=NC(=NC=C1)NC1CCCC1 (2-(3-bromophenyl)-N-cyclopentyl-3-[2-(cyclopentylamino)-4-pyrimidinyl]pyrazolo[1,5-a]pyridin-7-amine), CN(C=O)C (N,N-dimethylformamide), resultant mixture, C(C)(=O)OCC (ethyl acetate). Reagents/catalysts: [C-]#N.[Zn+2].[C-]#N (zinc cyanide), C1(=CC=CC=C1)P([C-]1C=CC=C1)C1=CC=CC=C1.[C-]1(C=CC=C1)P(C1=CC=CC=C1)C1=CC=CC=C1.[Fe+2] (1,1′-bis(diphenylphosphino) ferrocene). Product: C1(CCCC1)NC1=CC=CC=2N1N=C(C2C2=NC(=NC=C2)NC2CCCC2)C=2C=C(C#N)C=CC2 (3-{7-(cyclopentylamino)-3-[2-(cyclopentylamino)-4-pyrimidinyl]pyrazolo[1,5-a]pyridin-2-yl}benzonitrile). Yield: 42.0%. RXN SMILES: Br[C:2]1[CH:3]=[C:4]([C:8]2[C:22]([C:23]3[CH:28]=[CH:27][N:26]=[C:25]([NH:29][CH:30]4[CH2:34][CH2:33][CH2:32][CH2:31]4)[N:24]=3)=[C:11]3[CH:12]=[CH:13][CH:14]=[C:15]([NH:16][CH:17]4[CH2:21][CH2:20][CH2:19][CH2:18]4)[N:10]3[N:9]=2)[CH:5]=[CH:6][CH:7]=1.C(OCC)(=O)C.[CH3:41][N:42](C)C=O>[C-]#N.[Zn+2].[C-]#N.C1(P(C2C=CC=CC=2)[C-]2C=CC=C2)C=CC=CC=1.[C-]1(P(C2C=CC=CC=2)C2C=CC=CC=2)C=CC=C1.[Fe+2]>[CH:17]1([NH:16][C:15]2[N:10]3[N:9]=[C:8]([C:4]4[CH:3]=[C:2]([CH:7]=[CH:6][CH:5]=4)[C:41]#[N:42])[C:22]([C:23]4[CH:28]=[CH:27][N:26]=[C:25]([NH:29][CH:30]5[CH2:34][CH2:33][CH2:32][CH2:31]5)[N:24]=4)=[C:11]3[CH:12]=[CH:13][CH:14]=2)[CH2:21][CH2:20][CH2:19][CH2:18]1 |f:3.4.5,6.7.8|. Procedure: To a solution of 2-(3-bromophenyl)-N-cyclopentyl-3-[2-(cyclopentylamino)-4-pyrimidinyl]pyrazolo[1,5-a]pyridin-7-amine (500 mg, 0.97 mmol) in N,N-dimethylformamide (25 mL) was added zinc cyanide (68 mg, 0.58 mmol), tris(dibenzylidineacetone)bipalladium(0) (888 mg, 0.97 mmol) and 1,1′-bis(diphenylphosphino) ferrocene (1.29 g, 2.3 mmol). The resultant mixture was heated at 120° C. for 20 hours. After cooling to room temperature, ethyl acetate was added to the reaction mixture. The organic phase was...